Dataset: the Open Reaction Database (ORD), a public repository of structured organic reaction records. Task: describe an organic reaction: reactants, conditions, products, and yield The reactants are FC(C=1C=C2N=C(C=3N(C2=CC1)C(=CN3)C#CC(C(C)(C)C)=O)NCCCO)(F)F (1-{7-(trifluoromethyl)-4-[(3-hydroxypropyl)amino]imidazo[1,2-a]quinoxalin-1-yl}-4,4-dimethylpent-1-yn-3-one), [Si](C)(C)(C)C=[N+]=[N-] (TMS-diazomethane), O1CCCC1 (tetrahydrofuran), [Cl-].[NH4+] (ammonium chloride). Reaction conditions: temperature 60 celsius, time 6 hour. The product is ClC#CC1=CN=C2N1C1=CC=C(C=C1N=C2NCCCOC2OCCCC2)C(F)(F)F (1-(chloroethynyl)-N-[3-(tetrahydro-2H-pyran-2-yloxy)propyl]-7-(trifluoromethyl)imidazo[1,2-a]quinoxalin-4-amine). Isolated yield 48.0%. Reaction SMILES: [F:1][C:2]([F:30])([F:29])[C:3]1[CH:4]=[C:5]2[C:10](=[CH:11][CH:12]=1)[N:9]1[C:13]([C:16]#[C:17]C(=O)C(C)(C)C)=[CH:14]N=[C:8]1[C:7]([NH:24][CH2:25][CH2:26][CH2:27][OH:28])=[N:6]2.[Si](C=[N+]=[N-])(C)(C)[CH3:32].[Cl-:38].[NH4+:39].[O:40]1[CH2:44][CH2:43][CH2:42][CH2:41]1>>[Cl:38][C:17]#[C:16][C:13]1[N:9]2[C:10]3[C:5]([N:6]=[C:7]([NH:24][CH2:25][CH2:26][CH2:27][O:28][CH:44]4[CH2:43][CH2:42][CH2:41][CH2:32][O:40]4)[C:8]2=[N:39][CH:14]=1)=[CH:4][C:3]([C:2]([F:30])([F:1])[F:29])=[CH:12][CH:11]=3 |f:2.3|. Procedure: To a solution of 1-{7-(trifluoromethyl)-4-[(3-hydroxypropyl)amino]imidazo[1,2-a]quinoxalin-1-yl}-4,4-dimethylpent-1-yn-3-one (23 mg, 0.05 mmol) in anhydrous tetrahydrofuran (1 mL) was added TMS-diazomethane (2M in THF, 91 μL, 0.183 mmol). The mixture was stirred at 60° C. under argon for 6 h and then at room temperature overnight. The reaction mixture was treated with a saturated aqueous solution of ammonium chloride and extracted twice with dichloromethane. The combined organic layers were drie...